From a dataset of the Open Reaction Database (ORD), a public repository of structured organic reaction records. describe an organic reaction: reactants, conditions, products, and yield The reactants are C1(CC1)C(=O)NC=1SC2=C(N1)C=CC(=C2)OS(=O)(=O)C2=CC=C(C=C2)F (4-fluorobenzenesulfonic 2-(cyclopropanecarbonylamino)benzo-thiazol-6-yl ester), C(C)(C)NCCN (N-isopropylethylenediamine), Cl (hydrochloric acid). Solvent: CCOC(=O)C (EtOAc), CCOC(=O)C (EtOAc), CN1CCCC1=O (NMP), CCOC(=O)C (EtOAc). Yields the product Cl.C1(CC1)C(=O)NC=1SC2=C(N1)C=CC(=C2)OS(=O)(=O)C2=CC=C(C=C2)NCCNC(C)C (4-(2-isopropylaminoethylamino)benzenesulfonic 2-(cyclo-propanecarbonylamino)benzothiazol-6-yl ester hydrochloride). As a reaction SMILES: [CH:1]1([C:4]([NH:6][C:7]2[S:8][C:9]3[CH:15]=[C:14]([O:16][S:17]([C:20]4[CH:25]=[CH:24][C:23](F)=[CH:22][CH:21]=4)(=[O:19])=[O:18])[CH:13]=[CH:12][C:10]=3[N:11]=2)=[O:5])[CH2:3][CH2:2]1.[CH:27]([NH:30][CH2:31][CH2:32][NH2:33])([CH3:29])[CH3:28].[ClH:34]>CN1C(=O)CCC1.CCOC(C)=O>[ClH:34].[CH:1]1([C:4]([NH:6][C:7]2[S:8][C:9]3[CH:15]=[C:14]([O:16][S:17]([C:20]4[CH:25]=[CH:24][C:23]([NH:33][CH2:32][CH2:31][NH:30][CH:27]([CH3:29])[CH3:28])=[CH:22][CH:21]=4)(=[O:19])=[O:18])[CH:13]=[CH:12][C:10]=3[N:11]=2)=[O:5])[CH2:3][CH2:2]1 |f:5.6|. Procedure details: A solution of 4-fluorobenzenesulfonic 2-(cyclopropanecarbonylamino)benzo-thiazol-6-yl ester (example 53, brevetbenzothiazole_V2) (145 mg, 0.37 mmol) and N-isopropylethylenediamine (233 μl, 1.85 mmol) in 4.5 ml of NMP is heated at 150° C. by microwave for 5 minutes. The crude reaction product is diluted with EtOAc, washed 3 times with water and extracted twice with EtOAc. The organic phases are combined, dried over sodium sulfate, filtered and then evaporated to dryness. The 165 mg of crude produ... The reactants are CC(C)CO, C=CC(=O)OC, COP(OC)OC. Yields the product COC(=O)CCP(=O)(OC)OC. RXN SMILES: [CH3:14][CH:15]([CH2:16][OH:17])[CH3:18].[CH3:1][O:2][C:3]([CH:4]=[CH2:5])=[O:6].[CH3:7][O:8][P:9]([O:10][CH3:11])[O:12][CH3:13]>>[CH3:1][O:2][C:3]([CH2:4][CH2:5][P:9]([O:8][CH3:7])([O:10][CH3:11])=[O:12])=[O:6]. Reactants: COc1ccc(C=O)c(C)c1C, CS(C)=O, [O-][Cl+][O-], [Na+], [Na+], O, O=P([O-])(O)O. The product is COc1ccc(C(=O)O)c(C)c1C. As a reaction SMILES: [CH3:1][c:2]1[c:3]([CH:4]=[O:5])[cH:6][cH:7][c:8]([O:11][CH3:12])[c:9]1[CH3:10].[CH3:23][S:24](=[O:25])[CH3:26].[Cl+:19]([O-:20])[O-:21].[Na+:13].[Na+:22].[OH2:27].[OH:14][P:15](=[O:16])([O-:17])[OH:18]>>[CH3:1][c:2]1[c:3]([C:4](=[O:5])[OH:14])[cH:6][cH:7][c:8]([O:11][CH3:12])[c:9]1[CH3:10].